This data is from the Open Reaction Database (ORD), a public repository of structured organic reaction records. The task is: describe an organic reaction: reactants, conditions, products, and yield Reactants: CCO, [H][H], O=[N+]([O-])c1ccc2c(c1)c(-c1nc3ccc(N4CCOCC4)cc3[nH]1)nn2C1CCCCO1. Yields the product Nc1ccc2c(c1)c(-c1nc3cc(N4CCOCC4)ccc3[nH]1)nn2C1CCCCO1. RXN SMILES: [CH3:36][CH2:37][OH:38].[H:34][H:35].[N+:1]([O-:2])(=[O:3])[c:4]1[cH:5][c:6]2[c:7](-[c:19]3[n:20][c:21]4[c:22]([nH:23]3)[cH:24][c:25]([N:28]3[CH2:29][CH2:30][O:31][CH2:32][CH2:33]3)[cH:26][cH:27]4)[n:8][n:9]([CH:13]3[O:14][CH2:15][CH2:16][CH2:17][CH2:18]3)[c:10]2[cH:11][cH:12]1>>[NH2:1][c:4]1[cH:5][c:6]2[c:7](-[c:19]3[nH:20][c:21]4[c:22]([n:23]3)[cH:24][c:25]([N:28]3[CH2:29][CH2:30][O:31][CH2:32][CH2:33]3)[cH:26][cH:27]4)[n:8][n:9]([CH:13]3[O:14][CH2:15][CH2:16][CH2:17][CH2:18]3)[c:10]2[cH:11][cH:12]1. Reactants: CN(C(CN1N=CC(=C1)[N+](=O)[O-])=O)C (N,N-dimethyl-2-(4-nitro-1H-pyrazol-1-yl)acetamide). Reagents/catalysts: [Pd] (Pd on carbon). Run in CO (methanol). Run at time 8 hour. The product is NC=1C=NN(C1)CC(=O)N(C)C (2-(4-amino-1H-pyrazol-1-yl)-N,N-dimethylacetamide). RXN SMILES: [CH3:1][N:2]([CH3:14])[C:3](=[O:13])[CH2:4][N:5]1[CH:9]=[C:8]([N+:10]([O-])=O)[CH:7]=[N:6]1>CO.[Pd]>[NH2:10][C:8]1[CH:7]=[N:6][N:5]([CH2:4][C:3]([N:2]([CH3:14])[CH3:1])=[O:13])[CH:9]=1. Procedure details: A solution of N,N-dimethyl-2-(4-nitro-1H-pyrazol-1-yl)acetamide (870 mg, 4.39 mmol) in methanol (22 ml) was evacuated/purged with nitrogen and treated with Pd on carbon (87 mg, 0.082 mmol). The resulting black suspension was evacuated/purged with a hydrogen balloon and stirred under the hydrogen overnight when the mixture was filtered through celite with methanol washes. The filtrate was concentrated to give the product.